This data is from the Open Reaction Database (ORD), a public repository of structured organic reaction records. The task is: describe an organic reaction: reactants, conditions, products, and yield The reactants are CS(=O)(=O)C1=CC=C(C=C1)N1N=C(C=C1C1=CC=C(C=C1)Br)C(F)(F)F (1-[4-(methylsulfonyl)phenyl]-5-(4-bromophenyl)-3-trifluoromethyl-1H-pyrazole), C1(=CC=CC=C1)C#C (phenylacetylene). The reagents and catalysts are C=1C=CC(=CC1)[P](C=2C=CC=CC2)(C=3C=CC=CC3)[Pd]([P](C=4C=CC=CC4)(C=5C=CC=CC5)C=6C=CC=CC6)([P](C=7C=CC=CC7)(C=8C=CC=CC8)C=9C=CC=CC9)[P](C=1C=CC=CC1)(C=1C=CC=CC1)C=1C=CC=CC1 (tetrakis(triphenylphosphine)palladium). The solvent is N1CCCC1 (pyrrolidine). Conditions: temperature 80 celsius. Yields the product CS(=O)(=O)C1=CC=C(C=C1)N1N=C(C=C1C1=CC=C(C=C1)C#CC1=CC=CC=C1)C(F)(F)F (1-[4-(Methylsulfonyl)Phenyl]-5-[4-(Phenylethynyl)Phenyl]-3-Trifluoromethyl-1H-Pyrazole). The yield is 85.7%. As a reaction SMILES: [CH3:1][S:2]([C:5]1[CH:10]=[CH:9][C:8]([N:11]2[C:15]([C:16]3[CH:21]=[CH:20][C:19](Br)=[CH:18][CH:17]=3)=[CH:14][C:13]([C:23]([F:26])([F:25])[F:24])=[N:12]2)=[CH:7][CH:6]=1)(=[O:4])=[O:3].[C:27]1([C:33]#[CH:34])[CH:32]=[CH:31][CH:30]=[CH:29][CH:28]=1>N1CCCC1.C1C=CC([P]([Pd]([P](C2C=CC=CC=2)(C2C=CC=CC=2)C2C=CC=CC=2)([P](C2C=CC=CC=2)(C2C=CC=CC=2)C2C=CC=CC=2)[P](C2C=CC=CC=2)(C2C=CC=CC=2)C2C=CC=CC=2)(C2C=CC=CC=2)C2C=CC=CC=2)=CC=1>[CH3:1][S:2]([C:5]1[CH:10]=[CH:9][C:8]([N:11]2[C:15]([C:16]3[CH:21]=[CH:20][C:19]([C:34]#[C:33][C:27]4[CH:32]=[CH:31][CH:30]=[CH:29][CH:28]=4)=[CH:18][CH:17]=3)=[CH:14][C:13]([C:23]([F:26])([F:25])[F:24])=[N:12]2)=[CH:7][CH:6]=1)(=[O:4])=[O:3] |^1:43,45,64,83|. Procedure details: To a stirred solution of 1-[4-(methylsulfonyl)phenyl]-5-(4-bromophenyl)-3-trifluoromethyl-1H-pyrazole (445 mg; 1 mmol) and phenylacetylene (102 mg; 1 mmol) in pyrrolidine (2 mL) was added tetrakis(triphenylphosphine)palladium (35 mg) under a nitrogen atmosphere, and the mixture was heated at 80° C. for 1 hour. After cooling, the volatiles were removed by evaporation. The residue was purified by flash chromatography (SiO2) eluting with ethyl acetate/hexane (1:3) to give the title compound (0.4 g,... Run at temperature 0 celsius. The solvent is O1CCCC1 (tetrahydrofuran), O1CCCC1 (tetrahydrofuran). Product: C(C1=CC=CC=C1)O[C@H]1C(OCC(=O)O)O[C@@H]([C@H]([C@@H]1OCC1=CC=CC=C1)OCC1=CC=CC=C1)COCC1=CC=CC=C1 (2,3,4,6-Tetra-O-benzyl-1-O-carboxymethyl-glucopyranose). Starting materials: C(C)(C)(C)OC(=O)CCCCCOS(=O)(=O)C1=CC=C(C)C=C1 (5-tosyloxy-pentanecarboxylic acid-tert-butyl ester), C(C1=CC=CC=C1)O[C@H]1C(O)O[C@@H]([C@H]([C@@H]1OCC1=CC=CC=C1)OCC1=CC=CC=C1)COCC1=CC=CC=C1 (2,3,4,6-tetra-O-benzyl-glucopyranose), COC(C)(C)C (MTB), fine-powder, [OH-].[Na+] (sodium hydroxide). The reagents and catalysts are [Cl-].C(CCC)[N+](CCCC)(CCCC)CCCC (tetrabutylammonium chloride). Reported procedure: A mixture that consists of 54.1 g (100 mmol) of 2,3,4,6-tetra-O-benzyl-glucopyranose, 1.39 g (5 mmol) of tetrabutylammonium chloride and 24 g (600 mmol) of fine-powder sodium hydroxide in 300 ml of tetrahydrofuran is cooled to 0° C. At 0° C., 78 g (150 mmol) of 5-tosyloxy-pentanecarboxylic acid-tert-butyl ester, dissolved in 40 ml of tetrahydrofuran, is added in drops over 30 minutes while being stirred vigorously. It is stirred for 3 hours at 0° C. 300 ml of MTB (methyl-tert-butyl ether) is add... RXN SMILES: [CH2:1]([O:8][C@@H:9]1[C@@H:15]([O:16][CH2:17][C:18]2[CH:23]=[CH:22][CH:21]=[CH:20][CH:19]=2)[C@H:14]([O:24][CH2:25][C:26]2[CH:31]=[CH:30][CH:29]=[CH:28][CH:27]=2)[C@@H:13]([CH2:32][O:33][CH2:34][C:35]2[CH:40]=[CH:39][CH:38]=[CH:37][CH:36]=2)[O:12][CH:10]1[OH:11])[C:2]1[CH:7]=[CH:6][CH:5]=[CH:4][CH:3]=1.[OH-].[Na+].C([O:47][C:48]([CH2:50]CCCCOS(C1C=CC(C)=CC=1)(=O)=O)=[O:49])(C)(C)C.COC(C)(C)C>[Cl-].C([N+](CCCC)(CCCC)CCCC)CCC.O1CCCC1>[CH2:1]([O:8][C@@H:9]1[C@@H:15]([O:16][CH2:17][C:18]2[CH:23]=[CH:22][CH:21]=[CH:20][CH:19]=2)[C@H:14]([O:24][CH2:25][C:26]2[CH:27]=[CH:28][CH:29]=[CH:30][CH:31]=2)[C@@H:13]([CH2:32][O:33][CH2:34][C:35]2[CH:36]=[CH:37][CH:38]=[CH:39][CH:40]=2)[O:12][CH:10]1[O:11][CH2:50][C:48]([OH:49])=[O:47])[C:2]1[CH:3]=[CH:4][CH:5]=[CH:6][CH:7]=1 |f:1.2,5.6|. The reactants are C(C)N1N=C(C(=C1)C1=C2C(=NC=C1)NC=C2)C2=CC=C(N)C=C2 (4-[1-ethyl-4-(1H-pyrrolo[2,3-b]pyridin-4-yl)-1H-pyrazol-3-yl]aniline), C1(CCCCC1)C(=O)Cl (cyclohexanecarbonyl chloride). Product: C(C)N1N=C(C(=C1)C1=C2C(=NC=C1)NC=C2)C2=CC=C(C=C2)NC(=O)C2CCCCC2 (N-{4-[1-Ethyl-4-(1H-pyrrolo[2,3-b]pyridin-4-yl)-1H-pyrazol-3-yl]phenyl}cyclohexanecarboxamide). As a reaction SMILES: [CH2:1]([N:3]1[CH:7]=[C:6]([C:8]2[CH:13]=[CH:12][N:11]=[C:10]3[NH:14][CH:15]=[CH:16][C:9]=23)[C:5]([C:17]2[CH:23]=[CH:22][C:20]([NH2:21])=[CH:19][CH:18]=2)=[N:4]1)[CH3:2].[CH:24]1([C:30](Cl)=[O:31])[CH2:29][CH2:28][CH2:27][CH2:26][CH2:25]1>>[CH2:1]([N:3]1[CH:7]=[C:6]([C:8]2[CH:13]=[CH:12][N:11]=[C:10]3[NH:14][CH:15]=[CH:16][C:9]=23)[C:5]([C:17]2[CH:23]=[CH:22][C:20]([NH:21][C:30]([CH:24]3[CH2:29][CH2:28][CH2:27][CH2:26][CH2:25]3)=[O:31])=[CH:19][CH:18]=2)=[N:4]1)[CH3:2]. Procedure: Following the procedure described in Example 1 with 4-[1-ethyl-4-(1H-pyrrolo[2,3-b]pyridin-4-yl)-1H-pyrazol-3-yl]aniline and cyclohexanecarbonyl chloride provided the title compound. ESMS [M+H]+: 414.4 Reactants: [BH4-].[Na+] (NaBH4), [BH4-].[Na+] (NaBH4), C(=O)C=1C=C(OC2=NC(=C(C(=O)N)C=C2)OC)C=CC1B1OC(C(O1)(C)C)(C)C (6-[3-formyl-4-(4,4,5,5-tetramethyl-[1,3,2]dioxaborolan-2-yl)-phenoxy]-2-methoxy-nicotinamide). Run in CO (methanol), C(Cl)Cl (CH2Cl2). Run at time 5 minute. Isolated yield 12.0%. Procedure details: A solution of NaBH4 (0.077 g, 2.0 mmol) in anhydrous methanol (10 mL) was added to a solution of 6-[3-formyl-4-(4,4,5,5-tetramethyl-[1,3,2]dioxaborolan-2-yl)-phenoxy]-2-methoxy-nicotinamide (2.51 g, 6.30 mmol) in CH2Cl2 (40 mL) and stirred at room temperature for 5 minutes. Solid NaBH4 (0.400 g, 10.6 mmol) was then added portionwise over 45 minutes at room temperature. The reaction was stirred for an additional 30 minutes then quenched by the addition of 50% aqueous acetic acid (1 mL). After sti... Reaction SMILES: [BH4-].[Na+].C([C:5]1[CH:6]=[C:7]([CH:20]=[CH:21][C:22]=1[B:23]1[O:27][C:26](C)(C)C(C)(C)[O:24]1)[O:8][C:9]1[CH:17]=[CH:16][C:12]([C:13]([NH2:15])=[O:14])=[C:11]([O:18][CH3:19])[N:10]=1)=O>CO.C(Cl)Cl>[OH:24][B:23]1[C:22]2[CH:21]=[CH:20][C:7]([O:8][C:9]3[CH:17]=[CH:16][C:12]([C:13]([NH2:15])=[O:14])=[C:11]([O:18][CH3:19])[N:10]=3)=[CH:6][C:5]=2[CH2:26][O:27]1 |f:0.1|. The product is OB1OCC2=C1C=CC(=C2)OC2=NC(=C(C(=O)N)C=C2)OC (6-(1-Hydroxy-1,3-dihydro-benzo[c][1,2]oxaborol-5-yloxy)-2-methoxy-nicotinamide), solid. Starting materials: ClCCCCCN1C=NC=2N(C(N(C)C(C12)=O)=O)C (1-chloro-5-(theophyllin-7-yl)-pentane), [C-]#N.[K+] (potassium cyanide). Solvent: CN(C=O)C (dimethylformamide). Product: C(#N)CCCCCN1C=NC=2N(C(N(C)C(C12)=O)=O)C (7-(5-cyano-pentan-1-yl)-theophylline). The yield is 76.5%. Reaction SMILES: Cl[CH2:2][CH2:3][CH2:4][CH2:5][CH2:6][N:7]1[C:16]2[C:15](=[O:17])[N:13]([CH3:14])[C:12](=[O:18])[N:11]([CH3:19])[C:10]=2[N:9]=[CH:8]1.[C-:20]#[N:21].[K+]>CN(C)C=O>[C:20]([CH2:2][CH2:3][CH2:4][CH2:5][CH2:6][N:7]1[C:16]2[C:15](=[O:17])[N:13]([CH3:14])[C:12](=[O:18])[N:11]([CH3:19])[C:10]=2[N:9]=[CH:8]1)#[N:21] |f:1.2|. Procedure details: 10.0 g. of 1-chloro-5-(theophyllin-7-yl)-pentane, 2.44 g. of potassium cyanide and 40 cm3 of dimethylformamide are reacted according to Example 13c and 7.92 g. (76.5% yield) of 7-(5-cyano-pentan-1-yl)-theophylline are obtained, m.p.: 86°-88° C. Reactants: [Br-], CC1(C)C(C(=O)O)C1(C)C, CCCC[N+](CCCC)(CCCC)CCCC, Cc1ccccc1, CCCCCC, [Cl-], N#C[Na], O=Cc1ccc(F)c(Oc2ccccc2)c1, O. Product: CC1(C)C(C(=O)OC(C#N)c2ccc(F)c(Oc3ccccc3)c2)C1(C)C. Reaction SMILES: [Br-:32].[CH3:18][C:19]1([CH3:27])[CH:20]([C:24](=[O:25])[OH:26])[C:21]1([CH3:22])[CH3:23].[CH3:33][CH2:34][CH2:35][CH2:36][N+:37]([CH2:38][CH2:39][CH2:40][CH3:41])([CH2:42][CH2:43][CH2:44][CH3:45])[CH2:46][CH2:47][CH2:48][CH3:49].[CH3:50][c:51]1[cH:52][cH:53][cH:54][cH:55][cH:56]1.[CH3:57][CH2:58][CH2:59][CH2:60][CH2:61][CH3:62].[Cl-:17].[Na:28][C:29]#[N:30].[O:1]([c:2]1[cH:3][cH:4][cH:5][cH:6][cH:7]1)[c:8]1[cH:9][c:10]([CH:11]=[O:12])[cH:13][cH:14][c:15]1[F:16].[OH2:31]>>[O:1]([c:2]1[cH:3][cH:4][cH:5][cH:6][cH:7]1)[c:8]1[cH:9][c:10]([CH:11]([O:12][C:24]([CH:20]2[C:19]([CH3:18])([CH3:27])[C:21]2([CH3:22])[CH3:23])=[O:25])[C:29]#[N:30])[cH:13][cH:14][c:15]1[F:16]. Reported procedure: The title compound was prepared as pale yellow crystals in 77.5% yeild in a similar procedure to that described in Referential Example 9 by using methyl 3-formyl-4,5-dimethylpyrrole-2-carboxylate and 2,3-dichloro-1-propene. The reactants are C(=O)C1=C(NC(=C1C)C)C(=O)OC (methyl 3-formyl-4,5-dimethylpyrrole-2-carboxylate), ClC(=C)CCl (2,3-dichloro-1-propene). RXN SMILES: [CH:1]([C:3]1[C:7]([CH3:8])=[C:6]([CH3:9])[NH:5][C:4]=1[C:10]([O:12][CH3:13])=[O:11])=[O:2].[Cl:14][C:15]([CH2:17]Cl)=[CH2:16]>>[Cl:14][C:15](=[CH2:16])[CH2:17][N:5]1[C:6]([CH3:9])=[C:7]([CH3:8])[C:3]([CH:1]=[O:2])=[C:4]1[C:10]([O:12][CH3:13])=[O:11]. The product is ClC(CN1C(=C(C(=C1C)C)C=O)C(=O)OC)=C (Methyl 1-(2-chloro-2-propenyl)-3-formyl-4,5-dimethylpyrrole-2-carboxylate). Starting materials: CC1CN(CC(O1)C)C1=CC=C(C=C1)CN ([4-(2,6-dimethylmorpholin-4-yl)phenyl]methylamine), N(=C=O)C1=C2C=CN=CC2=CC=C1 (5-isocyanatoisoquinoline). The product is CC1CN(CC(O1)C)C1=CC=C(C=C1)CNC(=O)NC1=C2C=CN=CC2=CC=C1 (N-{[4-(2,6-dimethylmorpholin-4-yl)phenyl]methyl}-N′-isoquinolin-5-ylurea). Reaction SMILES: [CH3:1][CH:2]1[O:7][CH:6]([CH3:8])[CH2:5][N:4]([C:9]2[CH:14]=[CH:13][C:12]([CH2:15][NH2:16])=[CH:11][CH:10]=2)[CH2:3]1.[N:17]([C:20]1[CH:29]=[CH:28][CH:27]=[C:26]2[C:21]=1[CH:22]=[CH:23][N:24]=[CH:25]2)=[C:18]=[O:19]>>[CH3:8][CH:6]1[O:7][CH:2]([CH3:1])[CH2:3][N:4]([C:9]2[CH:14]=[CH:13][C:12]([CH2:15][NH:16][C:18]([NH:17][C:20]3[CH:29]=[CH:28][CH:27]=[C:26]4[C:21]=3[CH:22]=[CH:23][N:24]=[CH:25]4)=[O:19])=[CH:11][CH:10]=2)[CH2:5]1. Procedure details: The product from Example 67A and the product from Example 61A were processed as described in Example 66C to provide a waxy material which was purified by chromatography (95:5 CH2Cl2—MeOH, eluant) to provide the title compound as a white solid. The corresponding di-hydrochloride salt was prepared using methanolic HCl. 1H NMR (300 MHz, DMSO-d6) δ 9.26 (s, 1H), 8.67 (s, 1H), 8.53 (d, J=6.1 Hz, 1H), 8.31 (dd, J=7.6 Hz, 1.1 Hz, 1H), 7.92 (d, J=6.1 Hz, 1H), 7.73 (d, J=8.1 Hz, 1H), 7.57-7.62 (m, 1H), 7...